This data is from the Open Reaction Database (ORD), a public repository of structured organic reaction records. The task is: describe an organic reaction: reactants, conditions, products, and yield Reactants: COC1=CC=C(C=C1)O (4-methoxyphenol), COC(C1=C(C=C(C=C1)Br)C)=O (4-bromo-2-methylbenzoic acid methyl ester), C([O-])([O-])=O.[K+].[K+] (potassium carbonate). Reagents/catalysts: [Cu] (copper). Run in C(C)OCC (diethylether). Conditions: temperature 200 celsius, time 12 hour. Product: COC(C1=C(C=C(C=C1)OC1=CC=C(C=C1)OC)C)=O (4-(4-Methoxy-phenoxy)-2-methyl-benzoic acid methyl ester). Yield: 28.2%. As a reaction SMILES: [CH3:1][O:2][C:3]1[CH:8]=[CH:7][C:6]([OH:9])=[CH:5][CH:4]=1.[CH3:10][O:11][C:12](=[O:21])[C:13]1[CH:18]=[CH:17][C:16](Br)=[CH:15][C:14]=1[CH3:20].C(=O)([O-])[O-].[K+].[K+]>C(OCC)C.[Cu]>[CH3:10][O:11][C:12](=[O:21])[C:13]1[CH:18]=[CH:17][C:16]([O:9][C:6]2[CH:7]=[CH:8][C:3]([O:2][CH3:1])=[CH:4][CH:5]=2)=[CH:15][C:14]=1[CH3:20] |f:2.3.4|. Procedure: A mixture of 4-methoxyphenol (12 grams, 52.4 mmol), 4-bromo-2-methylbenzoic acid methyl ester (12 grams, 52 mmol), potassium carbonate (14.5 grams, 105 mmol) and copper powder (3.3 grams, 52 mmol) was stirred at 200° C. for 12 hours. The mixture was cooled to 25° C., diluted with diethylether, and the organic phase was washed twice with water, dried over magnesium sulfate, filtered and concentrated in vacuo. Purification by silica gel chromatography (5% ether in hexanes) afforded 4.0 grams of 4-... The reactants are C(CCCCC)P (mono-n-hexylphosphine), C(=O)C=O (glyoxal). Run in C(C)(C)O (isopropanol). Run at temperature 60 celsius. The product is 272, C(CCCCC)P1C(C(P(C(C1O)O)CCCCCC)O)O (1,4-di-n-hexyl-2,3,5,6-tetrahydroxy-1,4diphosphorinane). Isolated yield 98.0%. RXN SMILES: [CH2:1]([PH2:7])[CH2:2][CH2:3][CH2:4][CH2:5][CH3:6].[CH:8]([CH:10]=[O:11])=[O:9]>C(O)(C)C>[CH2:1]([P:7]1[CH:8]([OH:9])[CH:10]([OH:11])[P:7]([CH2:1][CH2:2][CH2:3][CH2:4][CH2:5][CH3:6])[CH:8]([OH:9])[CH:10]1[OH:11])[CH2:2][CH2:3][CH2:4][CH2:5][CH3:6]. Reported procedure: In a suitable autoclave equipped as in Example 1, are added 200 parts of mono-n-hexylphosphine (93% purity) and 500 parts of isopropanol, as solvent. The mixture is heated to 60° C. and 240 parts of a 40% aqueous glyoxal solution are added. The reaction is allowed to proceed for one-hour and the solid product formed is filtered and dried to give 272 parts (98% yield) of 1,4-di-n-hexyl-2,3,5,6-tetrahydroxy-1,4diphosphorinane, m.p. 140°-147° C. Starting materials: C(#N)C1=CC=C(S1)CN1C([C@H](CC1)NS(=O)(=O)C1=CC2=CC(=CC=C2C=C1)OC)=O (7-methoxynaphthalene-2-sulfonic acid [1-(5-cyanothiophen-2-ylmethyl)-2-oxopyrrolidin-3-(S)-yl]amide), C(#N)C1=CC(=CS1)CN1C([C@H](CC1)NS(=O)(=O)C1=CC2=CC(=CC=C2C=C1)OC)=O (7-methoxynaphthalene-2-sulfonic acid [1-(5-cyanothiophen-3-ylmethyl)-2-oxopyrrolidin-3-(S)-yl]amide). The product is C(#N)C1=CC=C(S1)CN1C([C@H](CC1)N(S(=O)(=O)C1=CC2=CC(=CC=C2C=C1)OC)C)=O (7-Methoxynaphthalene-2-sulfonic acid [1-(5-cyanothiophen-2-ylmethyl)-2-oxopyrrolidin-3-(S)-Yl]-methylamide). Reaction SMILES: [C:1]([C:3]1[S:7][C:6]([CH2:8][N:9]2[CH2:13][CH2:12][C@H:11]([NH:14][S:15]([C:18]3[CH:27]=[CH:26][C:25]4[C:20](=[CH:21][C:22]([O:28][CH3:29])=[CH:23][CH:24]=4)[CH:19]=3)(=[O:17])=[O:16])[C:10]2=[O:30])=[CH:5][CH:4]=1)#[N:2].[C:31](C1SC=C(CN2CC[C@H](NS(C3C=CC4C(=CC(OC)=CC=4)C=3)(=O)=O)C2=O)C=1)#N>>[C:1]([C:3]1[S:7][C:6]([CH2:8][N:9]2[CH2:13][CH2:12][C@H:11]([N:14]([CH3:31])[S:15]([C:18]3[CH:27]=[CH:26][C:25]4[C:20](=[CH:21][C:22]([O:28][CH3:29])=[CH:23][CH:24]=4)[CH:19]=3)(=[O:17])=[O:16])[C:10]2=[O:30])=[CH:5][CH:4]=1)#[N:2]. Procedure: The title compound is prepared as in EXAMPLE 126, Part A using 7-methoxynaphthalene-2-sulfonic acid [1-(5-cyanothiophen-2-ylmethyl)-2-oxopyrrolidin-3-(S)-yl]amide, prepared as in EXAMPLE 148, Part A, in place of 7-methoxynaphthalene-2-sulfonic acid [1-(5-cyanothiophen-3-ylmethyl)-2-oxopyrrolidin-3-(S)-yl]amide. Reactants: CCCCNCC, CC#N, Cc1nc(Cl)cc(Cl)n1, O. Yields the product CCCCNCCc1cc(Cl)nc(C)n1. As a reaction SMILES: [CH2:10]([CH2:11][CH2:12][CH3:13])[NH:14][CH2:15][CH3:16].[CH3:17][C:18]#[N:19].[CH3:1][c:2]1[n:3][c:4]([Cl:9])[cH:5][c:6]([Cl:8])[n:7]1.[OH2:20]>>[CH3:1][c:2]1[n:3][c:4]([Cl:9])[cH:5][c:6]([CH2:16][CH2:15][NH:14][CH2:10][CH2:11][CH2:12][CH3:13])[n:7]1. The reactants are C1CCOC1, CCOC(C)=O, CCOC(=O)c1cc(OC)c2ccn(C3CC3)c2c1, O=C1CCC(=O)N1Cl. The product is CCOC(=O)c1cc(OC)c2c(Cl)cn(C3CC3)c2c1. RXN SMILES: [CH2:28]1[O:29][CH2:30][CH2:31][CH2:32]1.[CH3:33][CH2:34][O:35][C:36]([CH3:37])=[O:38].[CH:1]1([n:4]2[cH:5][cH:6][c:7]3[c:8]([O:18][CH3:19])[cH:9][c:10]([C:13](=[O:14])[O:15][CH2:16][CH3:17])[cH:11][c:12]23)[CH2:2][CH2:3]1.[Cl:20][N:21]1[C:22](=[O:23])[CH2:24][CH2:25][C:26]1=[O:27]>>[CH:1]1([n:4]2[cH:5][c:6]([Cl:20])[c:7]3[c:8]([O:18][CH3:19])[cH:9][c:10]([C:13](=[O:14])[O:15][CH2:16][CH3:17])[cH:11][c:12]23)[CH2:2][CH2:3]1. The reactants are O=C([O-])[O-], FC(F)(F)c1ccnc(Cl)c1, [Na+], [Na+], O, OO, O=C(O)C(F)(F)F. Yields the product [O-][n+]1ccc(C(F)(F)F)cc1Cl. As a reaction SMILES: [C:15]([O-:16])(=[O:17])[O-:18].[Cl:1][c:2]1[n:3][cH:4][cH:5][c:6]([C:8]([F:9])([F:10])[F:11])[cH:7]1.[Na+:19].[Na+:20].[OH2:14].[OH:12][OH:13].[OH:21][C:22]([C:23]([F:24])([F:25])[F:26])=[O:27]>>[Cl:1][c:2]1[n+:3]([O-:16])[cH:4][cH:5][c:6]([C:8]([F:9])([F:10])[F:11])[cH:7]1. Reactants: O=C([O-])[O-], CCCCC1(O)CCNCC1, CC#N, O=c1[nH]c2ccccc2n1CCCCl, [I-], [Na+], [Na+], [Na+]. Product: CCCCC1(O)CCN(CCCn2c(=O)[nH]c3ccccc32)CC1. Reaction SMILES: [C:28](=[O:29])([O-:30])[O-:31].[CH2:15]([CH2:16][CH2:17][CH3:18])[C:19]1([OH:25])[CH2:20][CH2:21][NH:22][CH2:23][CH2:24]1.[CH3:34][C:35]#[N:36].[Cl:1][CH2:2][CH2:3][CH2:4][n:5]1[c:6](=[O:14])[nH:7][c:8]2[c:9]1[cH:10][cH:11][cH:12][cH:13]2.[I-:26].[Na+:27].[Na+:32].[Na+:33]>>[CH2:2]([CH2:3][CH2:4][n:5]1[c:6](=[O:14])[nH:7][c:8]2[c:9]1[cH:10][cH:11][cH:12][cH:13]2)[N:22]1[CH2:21][CH2:20][C:19]([CH2:15][CH2:16][CH2:17][CH3:18])([OH:25])[CH2:24][CH2:23]1. Starting materials: COC(C1=CC(=C(C=C1)C=O)F)=O (3-fluoro-4-formyl-benzoic acid methyl ester), C[O-].[Na+] (sodium methoxide), Cl (hydrochloric acid), C1(=CC=CC=C1)NC1=NC=CC=C1C(C)=O (1-(2-phenylamino-pyridin-3-yl)-ethanone). Run in CO (methanol), CO (methanol), O (water). Run at temperature 25 celsius, time 48 hour. Product: COC(C1=CC(=C(C=C1)\C=C\C(C=1C(=NC=CC1)NC1=CC=CC=C1)=O)F)=O (3-fluoro-4-[(E)-3-oxo-3-(2-phenylamino-pyridin-3-yl)-propenyl]-benzoic acid methyl ester). The yield is 80.5%. As a reaction SMILES: [C:1]1([NH:7][C:8]2[C:13]([C:14](=[O:16])[CH3:15])=[CH:12][CH:11]=[CH:10][N:9]=2)[CH:6]=[CH:5][CH:4]=[CH:3][CH:2]=1.[CH3:17][O:18][C:19](=[O:29])[C:20]1[CH:25]=[CH:24][C:23]([CH:26]=O)=[C:22]([F:28])[CH:21]=1.C[O-].[Na+].Cl>CO.O>[CH3:17][O:18][C:19](=[O:29])[C:20]1[CH:25]=[CH:24][C:23](/[CH:26]=[CH:15]/[C:14](=[O:16])[C:13]2[C:8]([NH:7][C:1]3[CH:6]=[CH:5][CH:4]=[CH:3][CH:2]=3)=[N:9][CH:10]=[CH:11][CH:12]=2)=[C:22]([F:28])[CH:21]=1 |f:2.3|. Reported procedure: A mixture of 1-(2-phenylamino-pyridin-3-yl)-ethanone (700 mg, 3.3 mmol) in methanol (16.5 mL) at 25° C. was treated with 3-fluoro-4-formyl-benzoic acid methyl ester (601 mg, 3.3 mmol, calculated from 50% mixture) and sodium methoxide in methanol (4.37M, 1.51 mL, 6.6 mmol). The reaction was stirred at 25° C. for 48 h. At this time, the reaction was diluted with water (50 mL), neutralized with a 2N aqueous hydrochloric acid solution, and extracted with methylene chloride (3×75 mL). The combined or... Reactants: O=C([O-])[O-], CN(C)C=O, [K+], [K+], O=Cc1cccc(O)c1, Cc1ccc(S(=O)(=O)OCC(F)(F)F)cc1. The product is O=Cc1cccc(OCC(F)(F)F)c1. RXN SMILES: [C:10](=[O:11])([O-:12])[O-:13].[CH3:32][N:33]([CH3:34])[CH:35]=[O:36].[K+:14].[K+:15].[OH:1][c:2]1[cH:3][c:4]([CH:5]=[O:6])[cH:7][cH:8][cH:9]1.[c:16]1([CH3:17])[cH:18][cH:19][c:20]([S:21]([O:22][CH2:26][C:27]([F:28])([F:29])[F:30])(=[O:23])=[O:24])[cH:25][cH:31]1>>[O:1]([c:2]1[cH:3][c:4]([CH:5]=[O:6])[cH:7][cH:8][cH:9]1)[CH2:26][C:27]([F:28])([F:29])[F:30]. The reactants are C1(CCCCC1)CCC[C@H](CC(=O)O)C1=NC(=NO1)CC1=CC=NC=C1 ((3R)-6-cyclohexyl-3-[3-(4-pyridinylmethyl)-1,2,4-oxadiazol-5-yl]hexanoic acid), C(=O)(N1C=NC=C1)N1C=NC=C1 (1,1′-carbonyldiimidazole), N1C=NC=C1 (imidazole), C[Si](ON)(C)C (O-(Trimethylsilyl)hydroxylamine). Solvent: ClCCl (dichloromethane), CO (methanol), C(C)(=O)OCC (ethyl acetate). Reaction conditions: time 1 hour. Yields the product C1(CCCCC1)CCC[C@H](CC(=O)NO)C1=NC(=NO1)CC1=CC=NC=C1 ((3R)-6-cyclohexyl-N-hydroxy-3-[3-(4-pyridinylmethyl)-1,2,4-oxadiazol-5-yl]hexanamide). Yield: 35.8%. As a reaction SMILES: [CH:1]1([CH2:7][CH2:8][CH2:9][C@@H:10]([C:15]2[O:19][N:18]=[C:17]([CH2:20][C:21]3[CH:26]=[CH:25][N:24]=[CH:23][CH:22]=3)[N:16]=2)[CH2:11][C:12](O)=[O:13])[CH2:6][CH2:5][CH2:4][CH2:3][CH2:2]1.C(N1C=CN=C1)(N1C=CN=C1)=O.C[Si](C)(C)[O:41][NH2:42].N1C=CN=C1>ClCCl.C(OCC)(=O)C.CO>[CH:1]1([CH2:7][CH2:8][CH2:9][C@@H:10]([C:15]2[O:19][N:18]=[C:17]([CH2:20][C:21]3[CH:26]=[CH:25][N:24]=[CH:23][CH:22]=3)[N:16]=2)[CH2:11][C:12]([NH:42][OH:41])=[O:13])[CH2:6][CH2:5][CH2:4][CH2:3][CH2:2]1. Procedure details: A solution of (3R)-6-cyclohexyl-3-[3-(4-pyridinylmethyl)-1,2,4-oxadiazol-5-yl]hexanoic acid (Preparation 106) (380 mg, 0.96 mmol) in dichloromethane (10 ml) was treated with 1,1′-carbonyldiimidazole (156 mg, 0.96 mmol) and stirred under a nitrogen atmosphere for 1 hour. O-(Trimethylsilyl)hydroxylamine (388 μl, 2.89 mmol) was added and the mixture was stirred for 3.5 hours. The mixture was then treated with methanol (5 ml) and stirred at room temperature for 2 hours. The solvent was removed under...